This data is from the Open Reaction Database (ORD), a public repository of structured organic reaction records. The task is: describe an organic reaction: reactants, conditions, products, and yield The reactants are CC(C)(C)[O-], CC(=O)O, [K+], N#Cc1c(N)nc(Cl)c(C#N)c1-c1ccccc1, OCc1cccnc1. The product is N#Cc1c(N)nc(OCc2cccnc2)c(C#N)c1-c1ccccc1. RXN SMILES: [CH3:19][C:20]([CH3:21])([O-:22])[CH3:23].[CH3:33][C:34](=[O:35])[OH:36].[K+:24].[NH2:1][c:2]1[n:3][c:4]([Cl:18])[c:5]([C:16]#[N:17])[c:6](-[c:10]2[cH:11][cH:12][cH:13][cH:14][cH:15]2)[c:7]1[C:8]#[N:9].[OH:25][CH2:26][c:27]1[cH:28][n:29][cH:30][cH:31][cH:32]1>>[NH2:1][c:2]1[n:3][c:4]([O:25][CH2:26][c:27]2[cH:28][n:29][cH:30][cH:31][cH:32]2)[c:5]([C:16]#[N:17])[c:6](-[c:10]2[cH:11][cH:12][cH:13][cH:14][cH:15]2)[c:7]1[C:8]#[N:9]. Starting materials: CCO, [Cl-], [Fe], Cc1cc([N+](=O)[O-])cc(S(N)(=O)=O)c1F, [NH4+], O. The product is Cc1cc(N)cc(S(N)(=O)=O)c1F. Reaction SMILES: [CH3:16][CH2:17][OH:18].[Cl-:19].[Fe:21].[NH2:1][S:2](=[O:3])(=[O:4])[c:5]1[cH:6][c:7]([N+:13]([O-:14])=[O:15])[cH:8][c:9]([CH3:12])[c:10]1[F:11].[NH4+:20].[OH2:22]>>[NH2:1][S:2](=[O:3])(=[O:4])[c:5]1[cH:6][c:7]([NH2:13])[cH:8][c:9]([CH3:12])[c:10]1[F:11]. Starting materials: BrC=1C=C2C(=NC1)N(C=C2)S(=O)(=O)C2=CC=C(C=C2)C (5-Bromo-1-(toluene-4-sulfonyl)-1H-pyrrolo[2,3-b]pyridine), O (water), C(CCC)OB(OCCCC)C=C (vinylboronic acid dibutylester), C([O-])([O-])=O.[K+].[K+] (potassium carbonate). The reagents and catalysts are C=1C=CC(=CC1)[P](C=2C=CC=CC2)(C=3C=CC=CC3)[Pd]([P](C=4C=CC=CC4)(C=5C=CC=CC5)C=6C=CC=CC6)([P](C=7C=CC=CC7)(C=8C=CC=CC8)C=9C=CC=CC9)[P](C=1C=CC=CC1)(C=1C=CC=CC1)C=1C=CC=CC1 (Pd(Ph3P)4). Run in COCCOC (DME). Product: C1(=CC=C(C=C1)S(=O)(=O)N1C=CC=2C1=NC=C(C2)C=C)C (1-(Toluene-4-sulfonyl)-5-vinyl-1H-pyrrolo[2,3-b]pyridine). Yield: 84.8%. Reaction SMILES: Br[C:2]1[CH:3]=[C:4]2[CH:10]=[CH:9][N:8]([S:11]([C:14]3[CH:19]=[CH:18][C:17]([CH3:20])=[CH:16][CH:15]=3)(=[O:13])=[O:12])[C:5]2=[N:6][CH:7]=1.[CH2:21](OB(C=C)OCCCC)[CH2:22]CC.C(=O)([O-])[O-].[K+].[K+].O>COCCOC.C1C=CC([P]([Pd]([P](C2C=CC=CC=2)(C2C=CC=CC=2)C2C=CC=CC=2)([P](C2C=CC=CC=2)(C2C=CC=CC=2)C2C=CC=CC=2)[P](C2C=CC=CC=2)(C2C=CC=CC=2)C2C=CC=CC=2)(C2C=CC=CC=2)C2C=CC=CC=2)=CC=1>[C:17]1([CH3:20])[CH:18]=[CH:19][C:14]([S:11]([N:8]2[C:5]3=[N:6][CH:7]=[C:2]([CH:21]=[CH2:22])[CH:3]=[C:4]3[CH:10]=[CH:9]2)(=[O:13])=[O:12])=[CH:15][CH:16]=1 |f:2.3.4,^1:50,52,71,90|. Procedure details: 5-Bromo-1-(toluene-4-sulfonyl)-1H-pyrrolo[2,3-b]pyridine, (300 mg, 0.85 mmol), vinylboronic acid dibutylester, (184 mg, 1.0 mmol), potassium carbonate, (420 mg, 3.0 mmol) and Pd(Ph3P)4 were combined in 3 mL DME and 1 mL water in a tube under nitrogen and heated in a microwave reactor to 130° C. for 10 min. The organic layer was then separated and evaporated. The residue was purified by silica chromatography (eluent: methylene chloride), affording 215 mg(85%) 1-(Toluene-4-sulfonyl)-5-vinyl-1H-pyr... Reactants: Cl (hydrochloric acid), solution, C(CCC)C=1C=NC2=CC=CC=C2C1Cl (3-butyl-4-chloro quinoline), tetrakis triphenylphosphine palladium, O1CCCC1 (tetrahydrofuran), O1CCCC1 (tetrahydrofuran). The reagents and catalysts are [Zn].BrCC1=CC=C(C#N)C=C1 (4-bromomethyl benzonitrile zinc). Conditions: temperature 60 celsius, time 4 hour. The product is C(CCC)C=1C=NC2=CC=CC=C2C1CC1=CC=C(C#N)C=C1 (4-[(3-butyl-4-quinolinyl)-methyl-]-benzonitrile). Reaction SMILES: [CH2:1]([C:5]1[CH:6]=[N:7][C:8]2[C:13]([C:14]=1Cl)=[CH:12][CH:11]=[CH:10][CH:9]=2)[CH2:2][CH2:3][CH3:4].Cl.O1[CH2:21][CH2:20][CH2:19][CH2:18]1>[Zn].BrCC1C=CC(C#N)=CC=1>[CH2:1]([C:5]1[CH:6]=[N:7][C:8]2[C:13]([C:14]=1[CH2:18][C:19]1[CH:2]=[CH:1][C:5]([C:6]#[N:7])=[CH:21][CH:20]=1)=[CH:12][CH:11]=[CH:10][CH:9]=2)[CH2:2][CH2:3][CH3:4] |f:3.4|. Procedure details: 14 ml of a 0.38M solution of 4-bromomethyl benzonitrile zinc in tetrahydrofuran (prepared by Knochel, J. Org. Chem., (1988) Vol. 53, pages 5789 to 5791) were added to a stirred mixture of 0.720 g of 4-chloro-3-butyl quinoline of Step F with 0.8 ml of tetrahydrofuran and 0.663 g of tetrakis triphenylphosphine palladium. The mixture was stirred for 4 hours at 60° C., then for 16 hours at ambient temperature. The mixture was hydrolyzed with 100 ml of 0.1N hydrochloric acid and then extracted with e... Reactants: [OH-].[Na+] (sodium hydroxide), O=C1N([C@H]2[C@@H](N1CC1=CC=CC=C1)CSC2=C(C(=O)O)CCC)CC2=CC=CC=C2 ((3aS, 6aR)hexahydro2-oxo-1,3-dibenzylthieno[3,4-d]imidazol-4-ylidenepentanoic acid), [H][H] (hydrogen). Reagents/catalysts: [Pd] (Pd/C). Run in O (water). Product: O=C1N([C@H]2[C@@H](N1CC1=CC=CC=C1)CSC2C(C(=O)O)CCC)CC2=CC=CC=C2 ((3aS, 6aR)-hexahydro-2-oxo-1,3-dibenzylthieno[3,4-d]imidazol-4-ylpentanoic acid). Yield: 95.5%. RXN SMILES: [O:1]=[C:2]1[N:6]([CH2:7][C:8]2[CH:13]=[CH:12][CH:11]=[CH:10][CH:9]=2)[C@H:5]2[CH2:14][S:15][C:16](=[C:17]([CH2:21][CH2:22][CH3:23])[C:18]([OH:20])=[O:19])[C@H:4]2[N:3]1[CH2:24][C:25]1[CH:30]=[CH:29][CH:28]=[CH:27][CH:26]=1.[OH-].[Na+].[H][H]>O.[Pd]>[O:1]=[C:2]1[N:6]([CH2:7][C:8]2[CH:9]=[CH:10][CH:11]=[CH:12][CH:13]=2)[C@H:5]2[CH2:14][S:15][CH:16]([CH:17]([CH2:21][CH2:22][CH3:23])[C:18]([OH:20])=[O:19])[C@H:4]2[N:3]1[CH2:24][C:25]1[CH:26]=[CH:27][CH:28]=[CH:29][CH:30]=1 |f:1.2|. Procedure details: 100 g of (3aS, 6aR)hexahydro2-oxo-1,3-dibenzylthieno[3,4-d]imidazol-4-ylidenepentanoic acid (formula I) are dissolved in 340 ml of water at 40° C., where the pH is set to 8.7 using aqueous sodium hydroxide solution. 25% by weight of 5% Pd/C are added to the solution. The mixture is subsequently hydrogenated at an H2 pressure of 3 bar and 100° C. until the takeup of hydrogen is complete. The catalyst is filtered off after cooling. The solution is set to pH=6.0 using hydrochloric acid and extracte... Reactants: C(C(C)(C)C)(=O)CC#N (pivaloylacetonitrile), C([O-])([O-])=O.[Na+].[Na+] (sodium carbonate), S(=O)(=O)(O)O.NO (hydroxylamine sulfate). The solvent is O (water). Yields the product NC1=NOC(=C1)C(C)(C)C (3-amino-5-t-butylisoxazole). Isolated yield 124.4%. Reaction SMILES: [C:1]([CH2:7][C:8]#[N:9])(=[O:6])[C:2]([CH3:5])([CH3:4])[CH3:3].C(=O)([O-])[O-].[Na+].[Na+].S(O)(O)(=O)=O.[NH2:21]O>O>[NH2:9][C:8]1[CH:7]=[C:1]([C:2]([CH3:5])([CH3:4])[CH3:3])[O:6][N:21]=1 |f:1.2.3,4.5|. Reported procedure: A suspension of pivaloylacetonitrile (12.52 g), sodium carbonate (8.74 g) and water (200 ml) is stirred and mixed with hydroxylamine sulfate (9.03 g) at 25° C. pH 7.11. The reaction mixture is treated as in Example 2 to give 3-amino-5-t-butylisoxazole (12.01 g). Yield, 85.7%. Purity, 95.8%. The reactants are CCOC(=O)c1c(C)oc(C=O)c1C, CC(=O)O, [O-][Cl+][O-], [Na+], O, NS(=O)(=O)O. Product: CCOC(=O)c1c(C)oc(C(=O)O)c1C. Reaction SMILES: [CH2:1]([CH3:2])[O:3][C:4](=[O:5])[c:6]1[c:7]([CH3:14])[o:8][c:9]([CH:12]=[O:13])[c:10]1[CH3:11].[CH3:24][C:25](=[O:26])[OH:27].[Cl+:20]([O-:21])[O-:22].[Na+:23].[OH2:28].[S:15]([OH:16])([NH2:17])(=[O:18])=[O:19]>>[CH2:1]([CH3:2])[O:3][C:4](=[O:5])[c:6]1[c:7]([CH3:14])[o:8][c:9]([C:12](=[O:13])[OH:16])[c:10]1[CH3:11]. Starting materials: [K+], [O-]c1ccccc1, O=C=O. Yields the product [K+], O=C([O-])c1ccc(O)cc1. Reaction SMILES: [K+:8].[O-:1][c:2]1[cH:3][cH:4][cH:5][cH:6][cH:7]1.[O:9]=[C:10]=[O:11]>>[K+:8].[OH:1][c:2]1[cH:3][cH:4][c:5]([C:10](=[O:9])[O-:11])[cH:6][cH:7]1.